Dataset: the Open Reaction Database (ORD), a public repository of structured organic reaction records. Task: describe an organic reaction: reactants, conditions, products, and yield The reactants are [Al+3], CC(C)(C)OC(=O)NCCc1c[nH]c2cc(Cl)ccc12, C1CCOC1, [H-], [H-], [H-], [H-], [Li+]. Yields the product CNCCc1c[nH]c2cc(Cl)ccc12. As a reaction SMILES: [Al+3:22].[C:1]([O:2][C:6](=[O:3])[NH:8][CH2:9][CH2:10][c:11]1[cH:12][nH:13][c:14]2[cH:15][c:16]([Cl:20])[cH:17][cH:18][c:19]12)([CH3:4])([CH3:5])[CH3:7].[CH2:27]1[O:28][CH2:29][CH2:30][CH2:31]1.[H-:21].[H-:24].[H-:25].[H-:26].[Li+:23]>>[CH3:6][NH:8][CH2:9][CH2:10][c:11]1[cH:12][nH:13][c:14]2[cH:15][c:16]([Cl:20])[cH:17][cH:18][c:19]12.